From a dataset of the Open Reaction Database (ORD), a public repository of structured organic reaction records. describe an organic reaction: reactants, conditions, products, and yield RXN SMILES: [C:37](=[O:38])([O-:39])[O-:40].[CH3:48][N:49]([CH3:50])[CH:51]=[O:52].[CH3:53][CH2:54][O:55][C:56](=[O:57])[CH3:58].[F:1][c:2]1[cH:3][cH:4][c:5]([CH:8]([N:9]2[CH2:10][CH2:11][NH:12][CH2:13][CH2:14]2)[c:15]2[cH:16][cH:17][c:18]([F:21])[cH:19][cH:20]2)[cH:6][cH:7]1.[K+:41].[K+:42].[O:43]1[CH2:44][CH2:45][CH2:46][CH2:47]1.[c:22]1([NH:32][C:33]([CH2:34][Cl:35])=[O:36])[cH:23][cH:24][cH:25][c:26]2[cH:27][cH:28][cH:29][cH:30][c:31]12>>[F:1][c:2]1[cH:3][cH:4][c:5]([CH:8]([N:9]2[CH2:10][CH2:11][N:12]([CH2:34][C:33]([NH:32][c:22]3[cH:23][cH:24][cH:25][c:26]4[cH:27][cH:28][cH:29][cH:30][c:31]34)=[O:36])[CH2:13][CH2:14]2)[c:15]2[cH:16][cH:17][c:18]([F:21])[cH:19][cH:20]2)[cH:6][cH:7]1. Starting materials: O=C([O-])[O-], CN(C)C=O, CCOC(C)=O, Fc1ccc(C(c2ccc(F)cc2)N2CCNCC2)cc1, [K+], [K+], C1CCOC1, O=C(CCl)Nc1cccc2ccccc12. The product is O=C(CN1CCN(C(c2ccc(F)cc2)c2ccc(F)cc2)CC1)Nc1cccc2ccccc12. Starting materials: C(C)(C)OC(C)C (diisopropyl ether), C1(=CC=CC=C1)CC(=O)N[C@H]1[C@@H]2N(C(=C(CS2)C=2SC=C(N2)C2=CC=C(C=C2)C(=O)O)C(=S)OC(C2=CC=CC=C2)C2=CC=CC=C2)C1=O.[K] (potassium benzhydryl 7β-(2-phenylacetamido)-3-[4-(4-carboxyphenyl)thiazol-2-yl]thio-3-cephem-4-carboxylate), C1(=CC=CC=C1)OC (anisole), FC(C(=O)O)(F)F (trifluoroacetic acid). The solvent is ClCCl (dichloromethane). Run at time 1.5 hour. Yields the product C1(=CC=CC=C1)CC(=O)N[C@H]1[C@@H]2N(C(=C(CS2)C=2SC=C(N2)C2=CC=C(C=C2)C(=O)O)C(=S)O)C1=O (7β-(2-phenylacetamido)-3-[4-(4-carboxyphenyl)thiazol-2-yl]thio-3-cephem-4-carboxylic acid). Isolated yield 23.0%. Reaction SMILES: [C:1]1([CH2:7][C:8]([NH:10][C@@H:11]2[C:48](=[O:49])[N:13]3[C:14]([C:32]([O:34]C(C4C=CC=CC=4)C4C=CC=CC=4)=[S:33])=[C:15]([C:18]4[S:19][CH:20]=[C:21]([C:23]5[CH:28]=[CH:27][C:26]([C:29]([OH:31])=[O:30])=[CH:25][CH:24]=5)[N:22]=4)[CH2:16][S:17][C@H:12]23)=[O:9])[CH:6]=[CH:5][CH:4]=[CH:3][CH:2]=1.[K].C1(OC)C=CC=CC=1.FC(F)(F)C(O)=O.C(OC(C)C)(C)C>ClCCl>[C:1]1([CH2:7][C:8]([NH:10][C@@H:11]2[C:48](=[O:49])[N:13]3[C:14]([C:32]([OH:34])=[S:33])=[C:15]([C:18]4[S:19][CH:20]=[C:21]([C:23]5[CH:28]=[CH:27][C:26]([C:29]([OH:31])=[O:30])=[CH:25][CH:24]=5)[N:22]=4)[CH2:16][S:17][C@H:12]23)=[O:9])[CH:6]=[CH:5][CH:4]=[CH:3][CH:2]=1 |f:0.1,^1:49|. Reported procedure: To a mixture of potassium benzhydryl 7β-(2-phenylacetamido)-3-[4-(4-carboxyphenyl)thiazol-2-yl]thio-3-cephem-4-carboxylate (450 mg), anisole (0.45 ml) and dichloromethane (1.35 ml) was added trifluoroacetic acid (0.9 ml) at 15° C. After stirring at room temperature for 1.5 hours, the solution was poured into diisopropyl ether. The resulting precipitate was collected by filtration, added to a mixture of tetrahydrofuran (10 ml) and water (15 ml), and the solution was adjusted to pH 7.2 with an aqu... The reactants are CCCI, C=C1CC(C(=O)O)C1, CN(C)C=O, CCOC(C)=O, [H-], [Na+]. The product is C=C1CC(C(=O)OCCC)C1. As a reaction SMILES: [CH2:16]([CH2:17][CH3:18])[I:19].[CH2:1]=[C:2]1[CH2:3][CH:4]([C:6](=[O:7])[OH:8])[CH2:5]1.[CH3:11][N:12]([CH3:13])[CH:14]=[O:15].[CH3:20][CH2:21][O:22][C:23](=[O:24])[CH3:25].[H-:9].[Na+:10]>>[CH2:1]=[C:2]1[CH2:3][CH:4]([C:6](=[O:7])[O:8][CH2:16][CH2:17][CH3:18])[CH2:5]1.